Dataset: the Open Reaction Database (ORD), a public repository of structured organic reaction records. Task: describe an organic reaction: reactants, conditions, products, and yield Starting materials: CI, [H-], O=C1COc2ccc([N+](=O)[O-])cc2N1, [Na+], CN(C)C=O. The product is CN1C(=O)COc2ccc([N+](=O)[O-])cc21. Reaction SMILES: [CH3:17][I:18].[H-:2].[N+:3](=[O:4])([O-:5])[c:6]1[cH:7][cH:8][c:9]2[c:10]([cH:16]1)[NH:11][C:12](=[O:15])[CH2:13][O:14]2.[Na+:1].[O:19]=[CH:20][N:21]([CH3:22])[CH3:23]>>[N+:3](=[O:4])([O-:5])[c:6]1[cH:7][cH:8][c:9]2[c:10]([cH:16]1)[N:11]([CH3:17])[C:12](=[O:15])[CH2:13][O:14]2.